This data is from the Open Reaction Database (ORD), a public repository of structured organic reaction records. The task is: describe an organic reaction: reactants, conditions, products, and yield Starting materials: N1CCCC1 (pyrrolidine), N1=CC=CC=C1 (pyridine), C12(CC3(CC(CC(C1)C3)(C2)C(=O)Cl)C(=O)Cl)C(=O)Cl (1,3,5-adamantanetricarbonyl trichloride). Solvent: C(Cl)Cl (methylene chloride), C(Cl)Cl (methylene chloride). Reaction conditions: time 1 hour. Product: N1(CCCC1)C(=O)C12CC3(CC(CC(C1)C3)(C2)C(=O)N2CCCC2)C(=O)N2CCCC2 (1,3,5-tris(1-pyrrolidinylcarbonyl)adamantane). Isolated yield 89.7%. Reaction SMILES: [NH:1]1[CH2:5][CH2:4][CH2:3][CH2:2]1.[N:6]1[CH:11]=[CH:10][CH:9]=[CH:8]C=1.[C:12]12([C:28](Cl)=[O:29])[CH2:21][C:16]3([C:22](Cl)=[O:23])[CH2:17][CH:18]([CH2:20][C:14]([C:25](Cl)=[O:26])([CH2:15]3)[CH2:13]1)[CH2:19]2>C(Cl)Cl>[N:1]1([C:28]([C:12]23[CH2:21][C:16]4([C:22]([N:1]5[CH2:5][CH2:4][CH2:3][CH2:2]5)=[O:23])[CH2:17][CH:18]([CH2:20][C:14]([C:25]([N:6]5[CH2:8][CH2:9][CH2:10][CH2:11]5)=[O:26])([CH2:15]4)[CH2:13]2)[CH2:19]3)=[O:29])[CH2:5][CH2:4][CH2:3][CH2:2]1. Procedure details: In a 500-ml flask equipped with a stirrer, a thermometer and a dropping funnel were placed 34.5 g (485 mmol) of pyrrolidine, 38.4 g (485 mmol) of pyridine and 140 ml of methylene chloride. To the stirred mixture under ice-cooling in a nitrogen atmosphere, 31.4 g (97 mmol) of 1,3,5-adamantanetricarbonyl trichloride in 190 ml of methylene chloride was added dropwise over 1 hour. This was warmed to room temperature, was stirred for further 1 hour and was washed with water, 1 N hydrochloric acid, an...